Dataset: the Open Reaction Database (ORD), a public repository of structured organic reaction records. Task: describe an organic reaction: reactants, conditions, products, and yield Reactants: COC(=O)C1=C(N(C=C1)C)C(=CO)C(=O)OC (2-(2-Hydroxy-1-methoxycarbonyl-vinyl)-1-methyl-1H-pyrrole-3-carboxylic acid methyl ester), C(C)(=O)[O-].[NH4+] (ammonium acetate). The solvent is CO (methanol). Yields the product COC(=O)C1=C(N(C=C1)C)C(=CN)C(=O)OC (2-(2-Amino-1-methoxycarbonyl-vinyl)-1-methyl-1H-pyrrole-3-carboxylic acid methyl ester). Yield: 26.6%. RXN SMILES: [CH3:1][O:2][C:3]([C:5]1[CH:9]=[CH:8][N:7]([CH3:10])[C:6]=1[C:11]([C:14]([O:16][CH3:17])=[O:15])=[CH:12]O)=[O:4].C([O-])(=O)C.[NH4+:22]>CO>[CH3:1][O:2][C:3]([C:5]1[CH:9]=[CH:8][N:7]([CH3:10])[C:6]=1[C:11]([C:14]([O:16][CH3:17])=[O:15])=[CH:12][NH2:22])=[O:4] |f:1.2|. Procedure: 2-(2-Hydroxy-1-methoxycarbonyl-vinyl)-1-methyl-1H-pyrrole-3-carboxylic acid methyl ester (12.46 g), ammonium acetate (20.09 g) and methanol (200 ml) were refluxed under argon for 5 hours. After cooling the solvent was evaporated and the residue dissolved in ethyl acetate and washed with water, the aqueous was separated and extracted three times with ethyl acetate. The combined organics were washed with saturated brine solution and the organic layer was dried (MgSO4), filtered and evaporated. The... Starting materials: C(C)(=O)O[BH-](OC(C)=O)OC(C)=O.[Na+] (sodium triacetoxyborohydride), CC1NCCC1 (2-methylpyrrolidine), C(C)(=O)O (acetic acid), NC1=NC2=CC=C(C=C2C(=N1)C(=O)N1CC2=CC=CC=C2C1)C1=C(C=O)C=C(C=C1)F (2-[2-amino-4-(1,3-dihydroisoindole-2-carbonyl)quinazolin-6-yl]-5-fluorobenzaldehyde). Run in ClCCCl (1,2-dichloroethane), O (water), O1CCCC1 (tetrahydrofuran). Reaction conditions: temperature 60 celsius, time 6 hour. Product: NC1=NC2=CC=C(C=C2C(=N1)C(=O)N1CC2=CC=CC=C2C1)C1=C(C=C(C=C1)F)CN1C(CCC1)C ({2-Amino-6-[4-fluoro-2-(2-methylpyrrolidin-1-ylmethyl)phenyl]quinazolin-4-yl}-(1,3-dihydroisoindol-2-yl)methanone). RXN SMILES: [NH2:1][C:2]1[N:11]=[C:10]([C:12]([N:14]2[CH2:22][C:21]3[C:16](=[CH:17][CH:18]=[CH:19][CH:20]=3)[CH2:15]2)=[O:13])[C:9]2[C:4](=[CH:5][CH:6]=[C:7]([C:23]3[CH:30]=[CH:29][C:28]([F:31])=[CH:27][C:24]=3[CH:25]=O)[CH:8]=2)[N:3]=1.[CH3:32][CH:33]1[CH2:37][CH2:36][CH2:35][NH:34]1.C(O)(=O)C.C(O[BH-](OC(=O)C)OC(=O)C)(=O)C.[Na+]>ClCCCl.O1CCCC1.O>[NH2:1][C:2]1[N:11]=[C:10]([C:12]([N:14]2[CH2:22][C:21]3[C:16](=[CH:17][CH:18]=[CH:19][CH:20]=3)[CH2:15]2)=[O:13])[C:9]2[C:4](=[CH:5][CH:6]=[C:7]([C:23]3[CH:30]=[CH:29][C:28]([F:31])=[CH:27][C:24]=3[CH2:25][N:34]3[CH2:35][CH2:36][CH2:37][CH:33]3[CH3:32])[CH:8]=2)[N:3]=1 |f:3.4|. Reported procedure: 95 mg of 2-[2-amino-4-(1,3-dihydroisoindole-2-carbonyl)quinazolin-6-yl]-5-fluorobenzaldehyde are dissolved in 2 ml of 1,2-dichloroethane and 2 ml of tetrahydrofuran. 34 μl of 2-methylpyrrolidine and 18 μl of glacial acetic acid are added, and the mixture is stirred at 60° C. for 6 h. After cooling to 25° C., 103 mg of sodium triacetoxyborohydride are added and stirred at 25° C. for a further 12 h. The mixture is poured into water, extracted three times with dichloromethane, and the combined orga... The reactants are C(C)OC(=O)C=1N(C=CC1)CC1=NOC(=C1)C=1SC(=CC1)Cl (1-[5-(5-chloro-thiophen-2-yl)-isoxazol-3-ylmethyl]-1H-pyrrole-2-carboxylic acid ethyl ester), LiOH monohydrate. Solvent: CO.C1CCOC1.O (MeOH THF H2O). Yields the product ClC1=CC=C(S1)C1=CC(=NO1)CN1C(=CC=C1)C(=O)O (1-[5-(5-chloro-thiophen-2-yl)-isoxazol-3-ylmethyl]-1H-pyrrole-2-carboxylic acid). The yield is 119.6%. As a reaction SMILES: C([O:3][C:4]([C:6]1[N:7]([CH2:11][C:12]2[CH:16]=[C:15]([C:17]3[S:18][C:19]([Cl:22])=[CH:20][CH:21]=3)[O:14][N:13]=2)[CH:8]=[CH:9][CH:10]=1)=[O:5])C>CO.C1COCC1.O>[Cl:22][C:19]1[S:18][C:17]([C:15]2[O:14][N:13]=[C:12]([CH2:11][N:7]3[CH:8]=[CH:9][CH:10]=[C:6]3[C:4]([OH:5])=[O:3])[CH:16]=2)=[CH:21][CH:20]=1 |f:1.2.3|. Procedure: To a solution of 1-[5-(5-chloro-thiophen-2-yl)-isoxazol-3-ylmethyl]-1H-pyrrole-2-carboxylic acid ethyl ester (135 mg) in MeOH/THF/H2O (3:1:1, 5 mL) was added LiOH monohydrate (100 mg). The mixture was refluxed for 2 h after which it was cooled to RT and concentrated. The mixture was acidified by the addition of 1 N aqueous KHSO4 solution and extracted with ethyl acetate. The combined organic phases were dried (MgSO4) and concentrated in vacuo to provide crude 1-[5-(5-chloro-thiophen-2-yl)-isoxaz... Yield: 77.7%. The solvent is CN(C=O)C (N,N-dimethylformamide), CN(C=O)C (N,N-dimethylformamide). Reaction SMILES: [NH2:1][C:2]1[C:7]([OH:8])=[CH:6][CH:5]=[CH:4][N:3]=1.[H-].[Na+].Cl[CH2:12][C:13]1[S:14][CH:15]=[CH:16][C:17]=1[CH3:18].O>CN(C)C=O>[NH2:1][C:2]1[C:7]([O:8][CH2:12][C:13]2[S:14][CH:15]=[CH:16][C:17]=2[CH3:18])=[CH:6][CH:5]=[CH:4][N:3]=1 |f:1.2|. Reported procedure: To a solution of 2-amino-3-hydroxypyridine (15.18 g) in N,N-dimethylformamide (150 ml) was added portionwise a 60% dispersion of sodium hydride in mineral oil (6.06 g) with ice-cooling and stirring over a period of 10 minutes. After being stirred at 0°-5° C. for 30 minutes and then at ambient temperature for 1 hour, a solution of 2-chloromethyl-3-methylthiophene (23.9 g) in N,N-dimethylformamide (10 ml) was added dropwise to the reaction mixture. The mixture was stirred at ambient temperature fo... Product: NC1=NC=CC=C1OCC=1SC=CC1C (2-amino-3-(3-methyl-2-thienylmethoxy)pyridine). Reactants: NC1=NC=CC=C1O (2-amino-3-hydroxypyridine), [H-].[Na+] (sodium hydride), oil, ClCC=1SC=CC1C (2-chloromethyl-3-methylthiophene), O (water). Reaction conditions: time 10 minute. The reactants are ClC1=C(C=C(C=C1)C=C[N+](=O)[O-])OC (1-Chloro-2-methoxy-4-(2-nitrovinyl)benzene), [H-].[H-].[H-].[H-].[Li+].[Al+3] (LAH). Run in C1CCOC1 (THF), C1CCOC1 (THF). The product is ClC1=C(C=C(C=C1)CCN)OC (2-(4-chloro-3-methoxyphenyl)ethanamine). Yield: 100.8%. Reaction SMILES: [Cl:1][C:2]1[CH:7]=[CH:6][C:5]([CH:8]=[CH:9][N+:10]([O-])=O)=[CH:4][C:3]=1[O:13][CH3:14].[H-].[H-].[H-].[H-].[Li+].[Al+3]>C1COCC1>[Cl:1][C:2]1[CH:7]=[CH:6][C:5]([CH2:8][CH2:9][NH2:10])=[CH:4][C:3]=1[O:13][CH3:14] |f:1.2.3.4.5.6|. Procedure details: 1-Chloro-2-methoxy-4-(2-nitrovinyl)benzene (I-86a: 800 mg, 3.74 mmol) in dry THF (10 mL) was reacted with LAH (278 mg, 7.48 mmol) in dry THF (10 mL) to afford 700 mg of the product (100%). Yields the product CC(C#CC1=CC2=C(C(=NS2)C2=CC=C(C=C2)C(F)(F)F)C=C1)(C)N(C)CCOC ({1,1-Dimethyl-3-[3-(4-trifluoromethyl-phenyl)-benzo[d]isothiazol-6-yl]-prop-2-ynyl}-(2-methoxy-ethyl)-methyl-amine). Reactants: FC(C1=CC=C(C=C1)C1=NSC2=C1C=CC(=C2)OS(=O)(=O)C(F)(F)F)(F)F (Trifluoro-methanesulfonic acid 3-(4-trifluoromethyl-phenyl)-benzo[d]isothiazol-6-yl ester), CC(C#C)(C)N(C)CCOC ((1,1-Dimethyl-prop-2-ynyl)-(2-methoxy-ethyl)-methyl-amine). As a reaction SMILES: [F:1][C:2]([F:27])([F:26])[C:3]1[CH:8]=[CH:7][C:6]([C:9]2[C:13]3[CH:14]=[CH:15][C:16](OS(C(F)(F)F)(=O)=O)=[CH:17][C:12]=3[S:11][N:10]=2)=[CH:5][CH:4]=1.[CH3:28][C:29]([N:33]([CH2:35][CH2:36][O:37][CH3:38])[CH3:34])([CH3:32])[C:30]#[CH:31]>>[CH3:32][C:29]([N:33]([CH2:35][CH2:36][O:37][CH3:38])[CH3:34])([CH3:28])[C:30]#[C:31][C:16]1[CH:15]=[CH:14][C:13]2[C:9]([C:6]3[CH:5]=[CH:4][C:3]([C:2]([F:26])([F:27])[F:1])=[CH:8][CH:7]=3)=[N:10][S:11][C:12]=2[CH:17]=1. Procedure: In analogy to example 14.1, Trifluoro-methanesulfonic acid 3-(4-trifluoromethyl-phenyl)-benzo[d]isothiazol-6-yl ester and (1,1-Dimethyl-prop-2-ynyl)-(2-methoxy-ethyl)-methyl-amine were converted to yield {1,1-Dimethyl-3-[3-(4-trifluoromethyl-phenyl)-benzo[d]isothiazol-6-yl]-prop-2-ynyl}-(2-methoxy-ethyl)-methyl-amine as brown oil, MS: 433 (MH+). The reagents and catalysts are [Pd] (palladium on carbon). Reaction SMILES: [N+:1]([C:4]1[CH:13]=[C:12]2[C:7]([CH:8]=[CH:9][N:10]=[CH:11]2)=[CH:6][CH:5]=1)([O-])=O>C(O)C.[Pd]>[CH:11]1[C:12]2[C:7](=[CH:6][CH:5]=[C:4]([NH2:1])[CH:13]=2)[CH:8]=[CH:9][N:10]=1. Yield: 73.5%. Reported procedure: 7-Nitroisoquinoline (1.62 g, 9.25 mmol) in ethanol (150 ml) was hydrogenated on a Paar Hydrogenator Apparatus over 5% palladium on carbon (0.2 g) as catalyst for 3 h at 50 psi. The reaction mixture was filtered and the solvent removed at reduced pressure. Recrystallization of the solid from ethanol (3 ml) gave isoquinolin-7-amine (0.98 g) as a tan solid. MS 145 (M+H), NMR (CDCl3) 9.02 (s, 1H), 8.29 (d, 1H), 7.63 (d, 1H), 7.47 (d, 1H),7.13 (dd, H), 7.03 (d, 1H), 4.00 (broad, 2H). Yields the product C1=NC=CC2=CC=C(C=C12)N (isoquinolin-7-amine). The solvent is C(C)O (ethanol). Reactants: [N+](=O)([O-])C1=CC=C2C=CN=CC2=C1 (7-Nitroisoquinoline). The reactants are O1C(C1)CCC(=O)O (3-oxiranylpropionic acid), CC(C)O (2-propanol), [OH-].[Na+] (sodium hydroxide), C(=O)(O)CN1CCN(CCN(CCNCC1)CC(=O)O)CC(=O)O (1,4,7-tris(carboxymethyl)-1,4,7,10-tetraazacyclododecane). Run in O (water), C(CCC)O (n-butanol). Yields the product O=C1CCC(O1)CN1CCN(CCN(CCN(CC1)CC(=O)O)CC(=O)O)CC(=O)O (10-(5-Oxo-tetrahydrofuran-2-ylmethyl)-1,4,7-tris(carboxymethyl)-1,4,7,10-tetraazacyclododecane). As a reaction SMILES: [OH-].[Na+].[C:3]([CH2:6][N:7]1[CH2:18][CH2:17][NH:16][CH2:15][CH2:14][N:13]([CH2:19][C:20]([OH:22])=[O:21])[CH2:12][CH2:11][N:10]([CH2:23][C:24]([OH:26])=[O:25])[CH2:9][CH2:8]1)([OH:5])=[O:4].O1[CH2:29][CH:28]1[CH2:30][CH2:31][C:32]([OH:34])=[O:33].CC(O)C>O.C(O)CCC>[O:33]=[C:32]1[O:34][CH:28]([CH2:29][N:16]2[CH2:15][CH2:14][N:13]([CH2:19][C:20]([OH:22])=[O:21])[CH2:12][CH2:11][N:10]([CH2:23][C:24]([OH:26])=[O:25])[CH2:9][CH2:8][N:7]([CH2:6][C:3]([OH:5])=[O:4])[CH2:18][CH2:17]2)[CH2:30][CH2:31]1 |f:0.1|. Procedure details: 8.3 g (207.6 mmol) of sodium hydroxide is added to 12.0 g (34.6 mmol) of 1,4,7-tris(carboxymethyl)-1,4,7,10-tetraazacyclododecane (D03A) in 50 ml of water. A solution that consists of 5.02 g (43.25 mmol) of 3-oxiranylpropionic acid (Dakoji et al., J. Am. Chem. Soc., 1996, 10971-10979) in 50 ml of n-butanol/50 ml of 2-propanol is added in drops thereto, and the solution is heated for 24 hours to 80° C. The reaction solution is evaporated to the dry state in a vacuum, the residue is mixed with 300... Reactants: CC(C)(C)OC(=O)NC(CCl)CCC(=O)OCc1ccccc1, O=C([O-])[O-], [I-], [K+], [K+], [K+], CN(C)C=O, N#Cc1ccc(I)c(O)c1. Yields the product CC(C)(C)OC(=O)NC(CCC(=O)OCc1ccccc1)COc1cc(C#N)ccc1I. Reaction SMILES: [C:1]([CH3:2])([CH3:3])([CH3:4])[O:5][C:6](=[O:7])[NH:8][CH:9]([CH2:10][CH2:11][C:12](=[O:13])[O:14][CH2:15][c:16]1[cH:17][cH:18][cH:19][cH:20][cH:21]1)[CH2:22][Cl:23].[C:34](=[O:35])([O-:36])[O-:37].[I-:41].[K+:38].[K+:39].[K+:40].[O:42]=[CH:43][N:44]([CH3:45])[CH3:46].[OH:24][c:25]1[cH:26][c:27]([C:28]#[N:29])[cH:30][cH:31][c:32]1[I:33]>>[C:1]([CH3:2])([CH3:3])([CH3:4])[O:5][C:6](=[O:7])[NH:8][CH:9]([CH2:10][CH2:11][C:12](=[O:13])[O:14][CH2:15][c:16]1[cH:17][cH:18][cH:19][cH:20][cH:21]1)[CH2:22][O:24][c:25]1[cH:26][c:27]([C:28]#[N:29])[cH:30][cH:31][c:32]1[I:33].